From a dataset of the Open Reaction Database (ORD), a public repository of structured organic reaction records. describe an organic reaction: reactants, conditions, products, and yield Reactants: C(C)(=O)O[C@@H]1[C@H](O[C@H]([C@@H]([C@H]1OC(C)=O)OC(C)=O)C1=CC(=C(C=C1)Cl)CC1=CC=C(C=C1)C(=C)CBr)COC(C)=O ((2R,3R,4R,5S,6S)-2-(acetoxymethyl)-6-(3-(4-(3-bromoprop-1-en-2-yl)benzyl)-4-chlorophenyl)tetrahydro-2H-pyran-3,4,5-triyl triacetate), C[O-].[Na+] (NaOMe). Run in CO (MeOH). Yields the product ClC1=C(C=C(C=C1)[C@@H]1O[C@@H]([C@H]([C@@H]([C@H]1O)O)O)CO)CC1=CC=C(C=C1)C(=C)COC ((2S,3R,4R,5S,6R)-2-(4-chloro-3-(4-(3-methoxyprop-1-en-2-yl)benzyl)phenyl)-6-(hydroxymethyl)tetrahydro-2H-pyran-3,4,5-triol). RXN SMILES: C([O:4][C@H:5]1[C@H:10]([O:11]C(=O)C)[C@@H:9]([O:15]C(=O)C)[C@H:8]([C:19]2[CH:24]=[CH:23][C:22]([Cl:25])=[C:21]([CH2:26][C:27]3[CH:32]=[CH:31][C:30]([C:33]([CH2:35]Br)=[CH2:34])=[CH:29][CH:28]=3)[CH:20]=2)[O:7][C@@H:6]1[CH2:37][O:38]C(=O)C)(=O)C.[CH3:42][O-:43].[Na+]>CO>[Cl:25][C:22]1[CH:23]=[CH:24][C:19]([C@H:8]2[C@H:9]([OH:15])[C@@H:10]([OH:11])[C@H:5]([OH:4])[C@@H:6]([CH2:37][OH:38])[O:7]2)=[CH:20][C:21]=1[CH2:26][C:27]1[CH:32]=[CH:31][C:30]([C:33]([CH2:35][O:43][CH3:42])=[CH2:34])=[CH:29][CH:28]=1 |f:1.2|. Procedure: The solution of (2R,3R,4R,5S,6S)-2-(acetoxymethyl)-6-(3-(4-(3-bromoprop-1-en-2-yl)benzyl)-4-chlorophenyl)tetrahydro-2H-pyran-3,4,5-triyl triacetate (intermediate BA) (110 mg, 0.169 mmol) and 4 mL of 0.3M NaOMe in MeOH (freshly-distilled) was stirred at 70° C. for 2.5 h. Then the reaction was quenched with H2O. After removing the volatiles, the aqueous layer was extracted 3× with AcOEt. The organic portion was washed 1× with a saturated solution of NH4Cl and 1× with brine prior to drying over Na2... Reactants: COc1ccccc1Oc1c(NS(=O)(=O)c2ccc(C(C)C)cn2)nc(C2CC2)nc1OCCCN, Cc1ccc(S(=O)(=O)Cl)cc1. The product is COc1ccccc1Oc1c(NS(=O)(=O)c2ccc(C(C)C)cn2)nc(C2CC2)nc1OCCCNS(=O)(=O)c1ccc(C)cc1. Reaction SMILES: [CH:1]([CH3:2])([CH3:3])[c:4]1[cH:5][cH:6][c:7]([S:10](=[O:11])(=[O:12])[NH:13][c:14]2[n:15][c:16]([CH:34]3[CH2:35][CH2:36]3)[n:17][c:18]([O:29][CH2:30][CH2:31][CH2:32][NH2:33])[c:19]2[O:20][c:21]2[c:22]([O:27][CH3:28])[cH:23][cH:24][cH:25][cH:26]2)[n:8][cH:9]1.[c:37]1([CH3:47])[cH:38][cH:39][c:40]([S:43](=[O:44])(=[O:45])[Cl:46])[cH:41][cH:42]1>>[CH:1]([CH3:2])([CH3:3])[c:4]1[cH:5][cH:6][c:7]([S:10](=[O:11])(=[O:12])[NH:13][c:14]2[n:15][c:16]([CH:34]3[CH2:35][CH2:36]3)[n:17][c:18]([O:29][CH2:30][CH2:31][CH2:32][NH:33][S:43]([c:40]3[cH:39][cH:38][c:37]([CH3:47])[cH:42][cH:41]3)(=[O:44])=[O:45])[c:19]2[O:20][c:21]2[c:22]([O:27][CH3:28])[cH:23][cH:24][cH:25][cH:26]2)[n:8][cH:9]1. Conditions: temperature 120 celsius. Starting materials: BrC1=C(SC=2C1=NC=CC2)C2=C(N=C1N2N=C(C=C1C(CC)CC)C)C (3-(3-Bromo-thieno[3,2-b]pyridin-2-yl)-8-(1-ethyl-propyl)-2,6-dimethyl-imidazo[1,2-b]pyridazine), [Cu]C#N (copper (I) cyanide), CN(C)C=O (DMF), N (NH3), Teflon. Product: C(C)C(CC)C=1C=2N(N=C(C1)C)C(=C(N2)C)C2=C(C1=NC=CC=C1S2)C#N (2-[8-(1-Ethyl-propyl)-2,6-dimethyl-imidazo[1,2-b]pyridazin-3-yl]-thieno[3,2-b]pyridine-3-carbonitrile). The yield is 16.0%. Run in CCCCCC (Hexane), CCCCCC (Hexane), CCOC(=O)C (AcOEt), CCOC(=O)C (AcOEt), CO (MeOH). As a reaction SMILES: Br[C:2]1[C:6]2=[N:7][CH:8]=[CH:9][CH:10]=[C:5]2[S:4][C:3]=1[C:11]1[N:15]2[N:16]=[C:17]([CH3:25])[CH:18]=[C:19]([CH:20]([CH2:23][CH3:24])[CH2:21][CH3:22])[C:14]2=[N:13][C:12]=1[CH3:26].[Cu][C:28]#[N:29].CN(C=O)C.N>CO.CCOC(C)=O.CCCCCC>[CH2:21]([CH:20]([C:19]1[C:14]2[N:15]([C:11]([C:3]3[S:4][C:5]4[C:6](=[N:7][CH:8]=[CH:9][CH:10]=4)[C:2]=3[C:28]#[N:29])=[C:12]([CH3:26])[N:13]=2)[N:16]=[C:17]([CH3:25])[CH:18]=1)[CH2:23][CH3:24])[CH3:22]. Procedure: 50 mg of 3-(3-Bromo-thieno[3,2-b]pyridin-2-yl)-8-(1-ethyl-propyl)-2,6-dimethyl-imidazo[1,2-b]pyridazine (0.12 mmol) and 32 mg of copper (I) cyanide (0.36 mmol) are placed into a reaction vial with 2.0 ml of dry DMF. The vial is capped with a Teflon cap and heated at 120° C. overnight. The reaction mixture is applied onto a silica-gel chromatography column (1st column; Hexane:AcOEt=5:1, 2nd column; Hexane:AcOEt:2M NH3 in MeOH=20:4:1) to give 7.2 mg of the title compound (16%). mass spectrum (m/e)... Yield: 88.0%. The product is CC([C@@H](C(=O)O)N1C(C2=CC(=CC=C2C1)C1=NC=C(C=C1)NC(C1=CC=C(C=C1)CCCCC)=O)=O)C ((S)-3-Methyl-2-(1-oxo-6-(5-(4-pentylbenzamido)pyridin-2-yl)isoindolin-2-yl)butanoic acid). Starting materials: C(C)(C)(C)C1=CC=C(C(=O)NC=2C=CC(=NC2)C2=CC=C3CN(C(C3=C2)=O)[C@H](C(=O)O)C(C)C)C=C1 ((S)-2-(6-(5-(4-tert-Butylbenzamido)pyridin-2-yl)-1-oxoisoindolin-2-yl)-3-methyl butanoic acid), CC([C@@H](C(=O)OC)N1C(C2=CC(=CC=C2C1)C1=NC=C(C=C1)NC(C1=CC=C(C=C1)CCCCC)=O)=O)C ((S)-Methyl 3-methyl-2-(1-oxo-6-(5-(4-pentylbenzamido)pyridin-2-yl)isoindolin-2-yl)butanoate). Reported procedure: The compound of example 406 was prepared analogous to the compound of example 404 by hydrolysis of the compound of example 405. RXN SMILES: C(C1C=CC(C(NC2C=CC(C3C=C4C(CN([C@@H](C(C)C)C(O)=O)C4=O)=CC=3)=NC=2)=O)=CC=1)(C)(C)C.[CH3:37][CH:38]([CH3:74])[C@H:39]([N:44]1[CH2:52][C:51]2[C:46](=[CH:47][C:48]([C:53]3[CH:58]=[CH:57][C:56]([NH:59][C:60](=[O:72])[C:61]4[CH:66]=[CH:65][C:64]([CH2:67][CH2:68][CH2:69][CH2:70][CH3:71])=[CH:63][CH:62]=4)=[CH:55][N:54]=3)=[CH:49][CH:50]=2)[C:45]1=[O:73])[C:40]([O:42]C)=[O:41]>>[CH3:74][CH:38]([CH3:37])[C@H:39]([N:44]1[CH2:52][C:51]2[C:46](=[CH:47][C:48]([C:53]3[CH:58]=[CH:57][C:56]([NH:59][C:60](=[O:72])[C:61]4[CH:62]=[CH:63][C:64]([CH2:67][CH2:68][CH2:69][CH2:70][CH3:71])=[CH:65][CH:66]=4)=[CH:55][N:54]=3)=[CH:49][CH:50]=2)[C:45]1=[O:73])[C:40]([OH:42])=[O:41].